This data is from the Open Reaction Database (ORD), a public repository of structured organic reaction records. The task is: describe an organic reaction: reactants, conditions, products, and yield The reactants are Cl, Cl, NC(CS)C(=O)O, [Na+], [OH-], O, O, S=C=S. The product is O=C(O)C1CSC(=S)N1. RXN SMILES: [ClH:15].[ClH:4].[NH2:5][CH:6]([CH2:7][SH:8])[C:9](=[O:10])[OH:11].[Na+:2].[OH-:1].[OH2:16].[OH2:3].[S:12]=[C:13]=[S:14]>>[NH:5]1[CH:6]([C:9](=[O:10])[OH:11])[CH2:7][S:8][C:13]1=[S:12]. Reactants: IC1=CN(C2=CC=C(C=C12)C1=NC(=NS1)NCC1=CC=C(C=C1)OC)S(=O)(=O)C1=CC=C(C)C=C1 (5-(3-iodo-1-tosyl-1H-indol-5-yl)-N-(4-methoxybenzyl)-1,2,4-thiadiazol-3-amine), C(C)(C)NC1=NC(=CN=C1)[Sn](CCCC)(CCCC)CCCC (N-isopropyl-6-(tributylstannyl)pyrazin-2-amine). Reagents/catalysts: [Cu]I (CuI), C=1C=CC(=CC1)[P](C=2C=CC=CC2)(C=3C=CC=CC3)[Pd]([P](C=4C=CC=CC4)(C=5C=CC=CC5)C=6C=CC=CC6)([P](C=7C=CC=CC7)(C=8C=CC=CC8)C=9C=CC=CC9)[P](C=1C=CC=CC1)(C=1C=CC=CC1)C=1C=CC=CC1 (Pd(PPh3)4). Run in CN(C)C=O (DMF). Run at temperature 90 celsius. Product: C(C)(C)NC1=CN=CC(=N1)C1=CN(C2=CC=C(C=C12)C1=NC(=NS1)NCC1=CC=C(C=C1)OC)S(=O)(=O)C1=CC=C(C)C=C1 (5-(3-(6-(isopropylamino)pyrazin-2-yl)-1-tosyl-1H-indol-5-yl)-N-(4-methoxybenzyl)-1,2,4-thiadiazol-3-amine). Isolated yield 63.5%. Reaction SMILES: I[C:2]1[C:10]2[C:5](=[CH:6][CH:7]=[C:8]([C:11]3[S:15][N:14]=[C:13]([NH:16][CH2:17][C:18]4[CH:23]=[CH:22][C:21]([O:24][CH3:25])=[CH:20][CH:19]=4)[N:12]=3)[CH:9]=2)[N:4]([S:26]([C:29]2[CH:35]=[CH:34][C:32]([CH3:33])=[CH:31][CH:30]=2)(=[O:28])=[O:27])[CH:3]=1.[CH:36]([NH:39][C:40]1[CH:45]=[N:44][CH:43]=[C:42]([Sn](CCCC)(CCCC)CCCC)[N:41]=1)([CH3:38])[CH3:37]>CN(C=O)C.[Cu]I.C1C=CC([P]([Pd]([P](C2C=CC=CC=2)(C2C=CC=CC=2)C2C=CC=CC=2)([P](C2C=CC=CC=2)(C2C=CC=CC=2)C2C=CC=CC=2)[P](C2C=CC=CC=2)(C2C=CC=CC=2)C2C=CC=CC=2)(C2C=CC=CC=2)C2C=CC=CC=2)=CC=1>[CH:36]([NH:39][C:40]1[N:41]=[C:42]([C:2]2[C:10]3[C:5](=[CH:6][CH:7]=[C:8]([C:11]4[S:15][N:14]=[C:13]([NH:16][CH2:17][C:18]5[CH:23]=[CH:22][C:21]([O:24][CH3:25])=[CH:20][CH:19]=5)[N:12]=4)[CH:9]=3)[N:4]([S:26]([C:29]3[CH:30]=[CH:31][C:32]([CH3:33])=[CH:34][CH:35]=3)(=[O:27])=[O:28])[CH:3]=2)[CH:43]=[N:44][CH:45]=1)([CH3:38])[CH3:37] |^1:69,71,90,109|. Reported procedure: A solution of 5-(3-iodo-1-tosyl-1H-indol-5-yl)-N-(4-methoxybenzyl)-1,2,4-thiadiazol-3-amine (0.78 g, 1.26 mmol) and N-isopropyl-6-(tributylstannyl)pyrazin-2-amine ((0.65 g, 1.52 mmol) in DMF (8 mL) was purged with argon for 15 min. To the above mixture, CuI (0.289 g, 1.52 mmol) and Pd(PPh3)4 (0.146 g, 0.126 mmol) was added and argon gas was purged for another 15 min. The reaction was heated at 90° C. for 1 h, then cooled to RT. The mixture was treated with ice cold H2O to obtain off brown precip... The reactants are FC=1C=C(C=NC1N(C)C)N (5-fluoro-6-(N,N-dimethylamino)-3-aminopyridine), FC(C=1C=C2C(=NC1)N(C(=C2)C(=O)O)CC2=CC(=CC=C2)F)(F)F (5-trifluoromethyl-1-[(3-fluorophenyl)methyl]-1H-pyrrolo[2,3-b]pyridine-2-carboxylic acid). Product: FC=1C=C(C=NC1N(C)C)NC(=O)C1=CC=2C(=NC=C(C2)C(F)(F)F)N1CC1=CC(=CC=C1)F (N-[5-Fluoro-6-(N,N-dimethylamino)pyridin-3-yl]-5-trifluoromethyl-1-(3-fluorobenzyl)-1H-pyrrolo[2,3-b]pyridine-2-carboxamide). Yield: 385.6%. RXN SMILES: [F:1][C:2]1[CH:3]=[C:4]([NH2:11])[CH:5]=[N:6][C:7]=1[N:8]([CH3:10])[CH3:9].[F:12][C:13]([F:35])([F:34])[C:14]1[CH:15]=[C:16]2[CH:22]=[C:21]([C:23](O)=[O:24])[N:20]([CH2:26][C:27]3[CH:32]=[CH:31][CH:30]=[C:29]([F:33])[CH:28]=3)[C:17]2=[N:18][CH:19]=1>>[F:1][C:2]1[CH:3]=[C:4]([NH:11][C:23]([C:21]2[N:20]([CH2:26][C:27]3[CH:32]=[CH:31][CH:30]=[C:29]([F:33])[CH:28]=3)[C:17]3=[N:18][CH:19]=[C:14]([C:13]([F:12])([F:35])[F:34])[CH:15]=[C:16]3[CH:22]=2)=[O:24])[CH:5]=[N:6][C:7]=1[N:8]([CH3:9])[CH3:10]. Procedure details: Compound No. 35 was prepared by a method similar to that described in Stage 1.4 by reacting 0.4 g (1.18 mmol) of 5-fluoro-6-(N,N-dimethylamino)-3-aminopyridine (WO2004/110986), with 0.4 g (0.18 mmol) of 5-trifluoromethyl-1-[(3-fluorophenyl)methyl]-1H-pyrrolo[2,3-b]pyridine-2-carboxylic acid obtained in Stage 1.3. We thus obtain 0.33 g of the expected product in the form of a solid. Reactants: CN(C)CC1=CC=C(S1)CSCCNC1=NC(=NN1C)N (N5 -[2-[[[5-[(dimethylamino)methyl]-2-thienyl]methyl]thio]ethyl]-1-methyl-1H-1,2,4-triazole-3,5-diamine), C(C)OC(=O)Cl (ethylchloroformate), C([O-])([O-])=O.[Na+].[Na+] (Sodium carbonate), O (water). The solvent is N1=CC=CC=C1 (pyridine), N1=CC=CC=C1 (pyridine). Yields the product C(C)OC(NC1=NN(C(=N1)NCCSCC=1SC(=CC1)CN(C)C)C)=O (Ethyl-[5-[[2-[[[5-[(dimethylamino)methyl]-2-thienyl]methyl]thio]ethyl]amino]-1-methyl-1H-1,2,4-triazole-3-yl]carbamate). Yield: 56.2%. Reaction SMILES: [CH2:1]([O:3][C:4](Cl)=[O:5])[CH3:2].[CH3:7][N:8]([CH2:10][C:11]1[S:15][C:14]([CH2:16][S:17][CH2:18][CH2:19][NH:20][C:21]2[N:25]([CH3:26])[N:24]=[C:23]([NH2:27])[N:22]=2)=[CH:13][CH:12]=1)[CH3:9].C(=O)([O-])[O-].[Na+].[Na+].O>N1C=CC=CC=1>[CH2:1]([O:3][C:4](=[O:5])[NH:27][C:23]1[N:22]=[C:21]([NH:20][CH2:19][CH2:18][S:17][CH2:16][C:14]2[S:15][C:11]([CH2:10][N:8]([CH3:7])[CH3:9])=[CH:12][CH:13]=2)[N:25]([CH3:26])[N:24]=1)[CH3:2] |f:2.3.4|. Procedure details: A cooled mixture of ethylchloroformate (0.45 g) in pyridine was treated with a solution of N5 -[2-[[[5-[(dimethylamino)methyl]-2-thienyl]methyl]thio]ethyl]-1-methyl-1H-1,2,4-triazole-3,5-diamine (0.7 g) in pyridine (8 ml). Sodium carbonate (2 g) and water (10 ml) were added and the mixture evaporated in vacuo. The residue was dissolved in water (15 ml) and extracted with hot isopropanol (30 ml). The extract was evaporated and the residue purified by column chromatography (silica:methanol:0.88 am... Conditions: time 14 hour. RXN SMILES: [CH3:1][C:2]1[CH:3]=[CH:4][C:5]([I:11])=[C:6]([CH:10]=1)[C:7](O)=[O:8].B.C1COCC1.O>C1COCC1>[I:11][C:5]1[CH:4]=[CH:3][C:2]([CH3:1])=[CH:10][C:6]=1[CH2:7][OH:8] |f:1.2|. Reactants: B.C1CCOC1 (Borane THF), CC=1C=CC(=C(C(=O)O)C1)I (5-Methyl-2-iodobenzoic acid), O (water). Yields the product IC1=C(CO)C=C(C=C1)C (2-iodo-5-methylbenzyl alcohol). The solvent is C1CCOC1 (THF). Reported procedure: 5-Methyl-2-iodobenzoic acid (100 g, 0.38 mol) is dissolved in THF (350 ml) and cooled in an ice bath. Borane-THF complex (380 ml of 1M in THF, 0.38 mol) is added dropwise. After addition is complete, the reaction is warmed to room temperature and stirred for 14 hours. The mixture is transferred to a large erlenmeyer flask, cooled in an ice bath, and carefully quenched with water (250 ml). Evaporation of the THF on a rotovap gives a white suspension which is treated with additional water (1L) and... Reactants: CC1(O[C@H]2[C@@H](O1)[C@@H](C[C@@H]2CO)NC2=CC=NC=1N2N=C(C1)C1=CC(=CC=C1)C#C[Si](C)(C)C)C ((rac)-rel-{(3aR,4R,6R,6aS)-2,2-dimethyl-6-[(2-{3-[(trimethylsilyl)ethynyl]phenyl}pyrazolo[1,5-a]pyrimidin-7-yl)amino]tetrahydro-3aH-cyclopenta[d][1,3]dioxol-4-yl}methanol), C1(=CC=CC=C1)C#C[Si](C)(C)C (phenylethynyl-trimethylsilane), CO (methanol), C([O-])([O-])=O.[K+].[K+] (Potassium carbonate), [Cl-].[NH4+] (ammonium chloride). Conditions: time 8 hour. Product: C(#C)C=1C=C(C=CC1)C1=NN2C(N=CC=C2N[C@@H]2C[C@@H]([C@@H]3[C@H]2OC(O3)(C)C)CO)=C1 ((rac)-rel-[(3aR,4R,6R,6aS)-6-{[2-(3-ethynylphenyl)pyrazolo[1,5-a]pyrimidin-7-yl]amino}-2,2-dimethyltetrahydro-3aH-cyclopenta[d][1,3]dioxol-4-yl]methanol). Isolated yield 81.2%. Reaction SMILES: [CH3:1][C:2]1([CH3:34])[O:6][C@H:5]2[C@H:7]([NH:12][C:13]3[N:18]4[N:19]=[C:20]([C:22]5[CH:27]=[CH:26][CH:25]=[C:24]([C:28]#[C:29][Si](C)(C)C)[CH:23]=5)[CH:21]=[C:17]4[N:16]=[CH:15][CH:14]=3)[CH2:8][C@H:9]([CH2:10][OH:11])[C@H:4]2[O:3]1.C1(C#C[Si](C)(C)C)C=CC=CC=1.CO.C(=O)([O-])[O-].[K+].[K+].[Cl-].[NH4+]>>[C:28]([C:24]1[CH:23]=[C:22]([C:20]2[CH:21]=[C:17]3[N:16]=[CH:15][CH:14]=[C:13]([NH:12][C@H:7]4[C@@H:5]5[O:6][C:2]([CH3:34])([CH3:1])[O:3][C@@H:4]5[C@@H:9]([CH2:10][OH:11])[CH2:8]4)[N:18]3[N:19]=2)[CH:27]=[CH:26][CH:25]=1)#[CH:29] |f:3.4.5,6.7|. Reported procedure: (rac)-rel-{(3aR,4R,6R,6aS)-2,2-dimethyl-6-[(2-{3-[(trimethylsilyl)ethynyl]phenyl}pyrazolo[1,5-a]pyrimidin-7-yl)amino]tetrahydro-3aH-cyclopenta[d][1,3]dioxol-4-yl}methanol (0.067 g, 0.00014 mol; synthesized following Step 1 in Method A except using 4,5,5-tetramethyl-[1,3,2]dioxaborolan-2-yl)-phenylethynyl-trimethylsilane instead of 1-naphthaleneboronic acid) is dissolved in methanol (0.03 mL, 0.0007 mol). Potassium carbonate (21 mg, 0.00015 mol) is added and the solution is stirred at room temper... Reactants: C(CC#N)#N (malononitrile), C(C1=CC=CC=C1)OC=1C=C(C=CC1)NC1=C(C=CC=C1)C(C)=O (2'-(3-benzyloxyphenylamino)acetophenone), [Na] (sodium). Product: C1(=CC=CC=C1)C=1C(=C(N(C1)C1=CC(=CC=C1)OCC1=CC=CC=C1)N)C#N (4-phenyl-1-(3-benzyloxyphenyl)-2-amino-3-cyanopyrrole). Reaction conditions: temperature 50 celsius, time 2 hour. Run in C(C)O (ethanol). Procedure: 0.95 g of sodium is dissolved in 200 ml of ethanol and subsequently first 2.98 g of malononitrile and then 11.96 g of 2'-(3-benzyloxyphenylamino)acetophenone are added at RT and the mixture is stirred at 50° C. for 2 h. The mixture is then cooled and concentrated in an RE. The residue is partitioned between water and methylene chloride and the aqueous phase is extracted twice with methylene chloride. The combined organic phases are dried over Na2SO4 and concentrated, 4-phenyl-1-(3-benzyloxypheny... As a reaction SMILES: [Na].[C:2](#[N:6])[CH2:3][C:4]#[N:5].[CH2:7]([O:14][C:15]1[CH:16]=[C:17]([NH:21][C:22]2[CH:27]=[CH:26][CH:25]=[CH:24][C:23]=2[C:28](=O)[CH3:29])[CH:18]=[CH:19][CH:20]=1)[C:8]1[CH:13]=[CH:12][CH:11]=[CH:10][CH:9]=1>C(O)C>[C:26]1([C:27]2[C:3]([C:4]#[N:5])=[C:2]([NH2:6])[N:21]([C:17]3[CH:18]=[CH:19][CH:20]=[C:15]([O:14][CH2:7][C:8]4[CH:9]=[CH:10][CH:11]=[CH:12][CH:13]=4)[CH:16]=3)[CH:22]=2)[CH:25]=[CH:24][CH:23]=[CH:28][CH:29]=1 |^1:0|. The reactants are CCOC(=O)CC1Cc2ccc(OCCCNc3cc(C)ccn3)cc2Cc2ccccc21, CCO, [Na+], [OH-]. The product is Cc1ccnc(NCCCOc2ccc3c(c2)Cc2ccccc2C(CC(=O)O)C3)c1. Reaction SMILES: [CH3:1][c:2]1[cH:3][c:4]([NH:8][CH2:9][CH2:10][CH2:11][O:12][c:13]2[cH:14][cH:15][c:16]3[c:17]([cH:33]2)[CH2:18][c:19]2[c:20]([cH:29][cH:30][cH:31][cH:32]2)[CH:21]([CH2:23][C:24](=[O:25])[O:26][CH2:27][CH3:28])[CH2:22]3)[n:5][cH:6][cH:7]1.[CH3:36][CH2:37][OH:38].[Na+:35].[OH-:34]>>[CH3:1][c:2]1[cH:3][c:4]([NH:8][CH2:9][CH2:10][CH2:11][O:12][c:13]2[cH:14][cH:15][c:16]3[c:17]([cH:33]2)[CH2:18][c:19]2[c:20]([cH:29][cH:30][cH:31][cH:32]2)[CH:21]([CH2:23][C:24](=[O:25])[OH:26])[CH2:22]3)[n:5][cH:6][cH:7]1.